describe an organic reaction: reactants, conditions, products, and yield From a dataset of the Open Reaction Database (ORD), a public repository of structured organic reaction records. Starting materials: BrC=1C=C2C=CC(=CC2=CC1)C(=O)Cl (6-Bromonaphthalene-2-carbonyl chloride), [Si](C)(C)(C)C=[N+]=[N-] (TMS diazomethane). The solvent is ClCCl (dichloromethane). Reaction conditions: temperature 0 celsius, time 16 hour. Yields the product BrC=1C=C2C=CC(=CC2=CC1)C(C=[N+]=[N-])=O (1-(6-bromonaphthalen-2-yl)-2-diazoethanone). As a reaction SMILES: [Br:1][C:2]1[CH:3]=[C:4]2[C:9](=[CH:10][CH:11]=1)[CH:8]=[C:7]([C:12](Cl)=[O:13])[CH:6]=[CH:5]2.[Si]([CH:19]=[N+:20]=[N-:21])(C)(C)C>ClCCl>[Br:1][C:2]1[CH:3]=[C:4]2[C:9](=[CH:10][CH:11]=1)[CH:8]=[C:7]([C:12](=[O:13])[CH:19]=[N+:20]=[N-:21])[CH:6]=[CH:5]2. Procedure details: 6-Bromonaphthalene-2-carbonyl chloride (27.0 g, crude) was dissolved in dichloromethane (330 mL) and cooled to 0° C. TMS diazomethane solution (100 mL, 2 M in DCM) was added, and ice bath was removed. Reaction mixture was stirred for 16 hours and evaporated under vacuum, giving 1-(6-bromonaphthalen-2-yl)-2-diazoethanone (34.7 g, crude) as an orange solid.